This data is from the Open Reaction Database (ORD), a public repository of structured organic reaction records. The task is: describe an organic reaction: reactants, conditions, products, and yield Run in CO (methanol). Reaction conditions: temperature 180 celsius. The reactants are ClC=1C=C(C=CC1)C=1OC2=C(C(=CC(=C2C(C1)=O)OC)OC)[C@H]1[C@@H](N(CC1)C)CO ((+)-trans-2-(3-Chloro-phenyl)-8-(2-hydroxymethyl-1-methyl-pyrrolidin-3-yl)-5,7-dimethoxy-chromen-4-one), Cl.N1=CC=CC=C1 (pyridine hydrochloride), C(=O)([O-])[O-].[Na+].[Na+] (Na2CO3). Product: ClC=1C=C(C=CC1)C=1OC2=C(C(=CC(=C2C(C1)=O)O)O)[C@H]1[C@@H](N(CC1)C)CO ((+)-trans-2-(3-Chloro-phenyl)-5,7-dihydroxy-8-(2-hydroxymethyl-1-methyl-pyrrolidin-3-yl)-chromen-4-one). As a reaction SMILES: [Cl:1][C:2]1[CH:3]=[C:4]([C:8]2[O:9][C:10]3[C:15]([C:16](=[O:18])[CH:17]=2)=[C:14]([O:19]C)[CH:13]=[C:12]([O:21]C)[C:11]=3[C@@H:23]2[CH2:27][CH2:26][N:25]([CH3:28])[C@H:24]2[CH2:29][OH:30])[CH:5]=[CH:6][CH:7]=1.Cl.N1C=CC=CC=1.C([O-])([O-])=O.[Na+].[Na+]>CO>[Cl:1][C:2]1[CH:3]=[C:4]([C:8]2[O:9][C:10]3[C:15]([C:16](=[O:18])[CH:17]=2)=[C:14]([OH:19])[CH:13]=[C:12]([OH:21])[C:11]=3[C@@H:23]2[CH2:27][CH2:26][N:25]([CH3:28])[C@H:24]2[CH2:29][OH:30])[CH:5]=[CH:6][CH:7]=1 |f:1.2,3.4.5|. Procedure: A mixture of compound of example 32 (0.565 g, 1.31 mmol) and pyridine hydrochloride (1.2 g, 10.38 mmol) was heated at 180° C. for a period of 2.5 hours. The reaction mixture was diluted with methanol (60 mL) and basified with solid Na2CO3 to pH 10. The reaction mixture was filtered, and washed with methanol. The organic layer was concentrated and the residue purified by column chromatography using 0.01% ammonia and 4.5% methanol in chloroform as eluent to afford the title compound. Starting materials: [N+](=O)([O-])C1=CC=C2CCN=CC2=C1 (7-nitro-3,4-dihydroisoquinoline), C(CC(=O)O)(=O)O (malonic acid). The solvent is C(C)(=O)O (acetic acid), C(C)O (ethanol). Run at temperature 120 celsius. The product is [N+](=O)([O-])C1=CC=C2CCNC(C2=C1)CC(=O)O (7-Nitro-1,2,3,4-tetrahydroisoquinolin-1-acetic Acid), solid. Isolated yield 81.0%. As a reaction SMILES: [N+:1]([C:4]1[CH:13]=[C:12]2[C:7]([CH2:8][CH2:9][N:10]=[CH:11]2)=[CH:6][CH:5]=1)([O-:3])=[O:2].C(O)(=O)[CH2:15][C:16]([OH:18])=[O:17]>C(O)(=O)C.C(O)C>[N+:1]([C:4]1[CH:13]=[C:12]2[C:7]([CH2:8][CH2:9][NH:10][CH:11]2[CH2:15][C:16]([OH:18])=[O:17])=[CH:6][CH:5]=1)([O-:3])=[O:2]. Procedure: A suspension of 7-nitro-3,4-dihydroisoquinoline (10.0 g, 56.1 mmol) and malonic acid (11.7 g, 112 mmol) in acetic acid (55 ml) was heated at 120° C. for 0.5 h. Upon cooling, the solvent was concentrated to give a red oil which was taken up in aqueous ethanol (50 ml of 75%). After crystallization had occurred, the solvent was cooled to 0° C. and the product collected. The title compound was isolated as a tan solid (10.9 g, 81%), m.p. 264-5° C. (dec.).